describe an organic reaction: reactants, conditions, products, and yield From a dataset of the Open Reaction Database (ORD), a public repository of structured organic reaction records. Starting materials: C(C)N1C2=C(N(C(C3=C1N=CC=C3)=O)C)C=CC(=N2)C2=CNC=C2 (5,11-dihydro-11-ethyl-5-methyl-2-(3-pyrrolyl)-6H-dipyrido[3,2-b:2',3'-e][1,4]diazepin-6-one), O (water), ClS(=O)(=O)N=C=O (chlorosulfonyl isocyanate). The solvent is CN(C)C=O (DMF), CC#N (CH3CN). Reaction conditions: time 2 hour. The product is C(#N)C=1NC=CC1C=1C=CC=2N(C(C3=C(N(C2N1)CC)N=CC=C3)=O)C (2-(2-Cyanopyrrol-3-yl)-5,11-dihydro-11-ethyl-5-methyl-6H-dipyrido[3,2-b:2',3'-e][1,4]diazepin-6-one), C(#N)C=1NC=C(C1)C=1C=CC=2N(C(C3=C(N(C2N1)CC)N=CC=C3)=O)C (2-(2-cyanopyrrol-4-yl)-5,11-dihydro-11-ethyl-5-methyl-6H-dipyrido[3,2-b:2',3'-e][1,4]diazepin-6-one). Reaction SMILES: [CH2:1]([N:3]1[C:9]2[N:10]=[CH:11][CH:12]=[CH:13][C:8]=2[C:7](=[O:14])[N:6]([CH3:15])[C:5]2[CH:16]=[CH:17][C:18]([C:20]3[CH:24]=[CH:23][NH:22][CH:21]=3)=[N:19][C:4]1=2)[CH3:2].ClS([N:29]=[C:30]=O)(=O)=O.O>CN(C=O)C.CC#N>[C:30]([C:21]1[NH:22][CH:23]=[CH:24][C:20]=1[C:18]1[CH:17]=[CH:16][C:5]2[N:6]([CH3:15])[C:7](=[O:14])[C:8]3[CH:13]=[CH:12][CH:11]=[N:10][C:9]=3[N:3]([CH2:1][CH3:2])[C:4]=2[N:19]=1)#[N:29].[C:30]([C:23]1[NH:22][CH:21]=[C:20]([C:18]2[CH:17]=[CH:16][C:5]3[N:6]([CH3:15])[C:7](=[O:14])[C:8]4[CH:13]=[CH:12][CH:11]=[N:10][C:9]=4[N:3]([CH2:1][CH3:2])[C:4]=3[N:19]=2)[CH:24]=1)#[N:29]. Reported procedure: A solution of 5,11-dihydro-11-ethyl-5-methyl-2-(3-pyrrolyl)-6H-dipyrido[3,2-b:2',3'-e][1,4]diazepin-6-one (0.093 g) in DMF (1 mL) and CH3CN (1 mL) was cooled to -50° C., and chlorosulfonyl isocyanate (0.041 g) was added in one portion. The resulting mixture was allowed to warm to room temperature and stirred for 2 h, then poured into water, extracted with CH2 Cl2, dried (anhyd Na2SO4), filtered, and evaporated. The residue was purified by preparative plate chromatography (ether) to give two pure...